From a dataset of the Open Reaction Database (ORD), a public repository of structured organic reaction records. describe an organic reaction: reactants, conditions, products, and yield Reactants: CCCCCC.C(CCC)[Li] (n-butyl lithium hexane), BrC1=C(C=CC(=C1)Br)OCOC (2,4-dibromo-1-methoxymethoxybenzene), FC=1C(=NC=CC1)C=O (3-fluoro-2-formyl-pyridine). Run in C(C)OCC (diethyl ether), C1CCOC1 (THF). Run at time 20 minute. Product: BrC=1C=CC(=C(C(O)C2=NC=CC=C2F)C1)OCOC (2-(5-bromo-α-hydroxy-2-methoxymethoxybenzyl)-3-fluoropyridine). Isolated yield 40.5%. Reaction SMILES: Br[C:2]1[CH:7]=[C:6]([Br:8])[CH:5]=[CH:4][C:3]=1[O:9][CH2:10][O:11][CH3:12].CCCCCC.C([Li])CCC.[F:24][C:25]1[C:26]([CH:31]=[O:32])=[N:27][CH:28]=[CH:29][CH:30]=1>C(OCC)C.C1COCC1>[Br:8][C:6]1[CH:5]=[CH:4][C:3]([O:9][CH2:10][O:11][CH3:12])=[C:2]([CH:7]=1)[CH:31]([C:26]1[C:25]([F:24])=[CH:30][CH:29]=[CH:28][N:27]=1)[OH:32] |f:1.2|. Procedure: To a solution of 2,4-dibromo-1-methoxymethoxybenzene (3.50 g) in diethyl ether (50 ml) was added, at -78° C. under argon atmosphere, a 1.6M n-butyl lithium hexane solution (8.1 ml). The mixture was stirred for 20 minutes at the same temperature, to which was added a solution of 3-fluoro-2-formyl-pyridine (1.48 g) in THF (10 ml), followed by stirring for one hour at temperatures ranging from -78° to 60° C. The reaction mixture was poured into a saturated aqueous saline solution, followed by extra... Reaction SMILES: [C:1]1([CH3:14])[CH:6]=[CH:5][C:4]([C:7]23[CH2:12][CH:11]2[CH:10]([OH:13])[CH2:9][CH2:8]3)=[CH:3][CH:2]=1.N1C=CC=CC=1.CC(OI1(OC(C)=O)(OC(C)=O)OC(=O)C2C=CC=CC1=2)=O>C(Cl)Cl.O>[C:1]1([CH3:14])[CH:2]=[CH:3][C:4]([C:7]23[CH2:12][CH:11]2[C:10](=[O:13])[CH2:9][CH2:8]3)=[CH:5][CH:6]=1. Reaction conditions: time 2 hour. Run in C(Cl)Cl (CH2Cl2). The reactants are C1(=CC=C(C=C1)C12CCC(C2C1)O)C (5-p-tolyl-bicyclo[3.1.0]hexan-2-ol), N1=CC=CC=C1 (pyridine), CC(=O)OI1(C=2C=CC=CC2C(=O)O1)(OC(=O)C)OC(=O)C (Dess-Martin periodinane). The reagents and catalysts are O (H2O). Product: C1(=CC=C(C=C1)C12CCC(C2C1)=O)C (5-p-tolyl-bicyclo[3.1.0]hexan-2-one). Yield: 77.0%. Procedure: A solution of 5-p-tolyl-bicyclo[3.1.0]hexan-2-ol (1 g, 5.3 mmol) in CH2Cl2 (20 mL) was treated with pyridine (0.6 mL, 7.4 mmol) followed by Dess-Martin periodinane (2.7 g, 6.3 mmol) and warmed to ambient temperature. After 2 h, 3 drops of H2O were added. After 0.5 h, the reaction was quenched with saturated NaHCO3 saturated Na2SO3 and extracted with CH2Cl2 (3×). The combined organic extracts were dried and concentrated in vacuo. Purification by silica gel chromatography gave the target compound ... The reactants are C(C)OC=C(C(=O)OCC)C(=O)OCC (Diethyl 2-(ethoxymethylene)malonate), NC(=O)N (Urea), [Na] (sodium), CC[O-].[Na+] (NaOC2H5). The solvent is CCO (EtOH). Reaction conditions: temperature 20 celsius, time 24 hour. Product: O=C1NC=C(C(N1)=O)C(=O)OCC (ethyl 2,4-dioxo-1,2,3,4-tetrahydropyrimidine-5-carboxylate). Yield: 23.1%. As a reaction SMILES: [NH2:1][C:2]([NH2:4])=[O:3].CC[O-].[Na+].[Na].C([O:12][CH:13]=[C:14]([C:20](OCC)=O)[C:15]([O:17][CH2:18][CH3:19])=[O:16])C>CCO>[O:3]=[C:2]1[NH:4][C:13](=[O:12])[C:14]([C:15]([O:17][CH2:18][CH3:19])=[O:16])=[CH:20][NH:1]1 |f:1.2,^1:8|. Procedure details: Urea (12 g, 200 mmol) was added to EtOH (300 mL) containing NaOC2H5 previously prepared from sodium (5.52 g, 240 mmol, 1.2 eq). Diethyl 2-(ethoxymethylene)malonate (43.2 g, 200 mmol, 1.0 eq) was added and the solution was stirred at 20° C. for 24 h, and then stirred at 90° C. for 24 h. The alcohol was removed by reduced pressure distillation. Ice-water (100 mL) was added to dissolve the residue. The product was precipitated by adding cold dilute hydrochloric acid. The solid was filtered off to a...